Dataset: the Open Reaction Database (ORD), a public repository of structured organic reaction records. Task: describe an organic reaction: reactants, conditions, products, and yield Reactants: CCCC(C)O, COc1cc2c(Cl)cnnc2cc1OCc1ccncc1, Cl, Cc1cc(F)c(N)cc1O. Yields the product Cl, COc1cc2c(Nc3cc(O)c(C)cc3F)cnnc2cc1OCc1ccncc1. Reaction SMILES: [CH3:33][CH:34]([OH:35])[CH2:36][CH2:37][CH3:38].[Cl:2][c:3]1[cH:4][n:5][n:6][c:7]2[cH:8][c:9]([O:15][CH2:16][c:17]3[cH:18][cH:19][n:20][cH:21][cH:22]3)[c:10]([O:13][CH3:14])[cH:11][c:12]12.[ClH:1].[F:23][c:24]1[c:25]([NH2:26])[cH:27][c:28]([OH:32])[c:29]([CH3:31])[cH:30]1>>[ClH:2].[c:3]1([NH:26][c:25]2[c:24]([F:23])[cH:30][c:29]([CH3:31])[c:28]([OH:32])[cH:27]2)[cH:4][n:5][n:6][c:7]2[cH:8][c:9]([O:15][CH2:16][c:17]3[cH:18][cH:19][n:20][cH:21][cH:22]3)[c:10]([O:13][CH3:14])[cH:11][c:12]12. Reactants: C1(CCCC1)N1NC(=C2C1=NC(=NC2=O)C2=CC(=CC=C2)OCC(=O)OCC)CC (1-cyclopentyl-3-ethyl-6-[3-(ethoxycarbonylmethoxy)phenyl]pyrazolo[3,4-d]pyrimidin-4-one), O (water), [OH-].[K+] (KOH). Run in C(C)O (ethanol). Yields the product C1(CCCC1)N1NC(=C2C1=NC(=NC2=O)C2=CC(=CC=C2)OCC(=O)O)CC (1-cyclopentyl-3-ethyl-6-[3-(carboxymethoxy)phenyl]pyrazolo[3,4-d]pyrimidin-4-one). Isolated yield 85.4%. RXN SMILES: [CH:1]1([N:6]2[C:10]3=[N:11][C:12]([C:16]4[CH:21]=[CH:20][CH:19]=[C:18]([O:22][CH2:23][C:24]([O:26]CC)=[O:25])[CH:17]=4)=[N:13][C:14](=[O:15])[C:9]3=[C:8]([CH2:29][CH3:30])[NH:7]2)[CH2:5][CH2:4][CH2:3][CH2:2]1.O.[OH-].[K+]>C(O)C>[CH:1]1([N:6]2[C:10]3=[N:11][C:12]([C:16]4[CH:21]=[CH:20][CH:19]=[C:18]([O:22][CH2:23][C:24]([OH:26])=[O:25])[CH:17]=4)=[N:13][C:14](=[O:15])[C:9]3=[C:8]([CH2:29][CH3:30])[NH:7]2)[CH2:2][CH2:3][CH2:4][CH2:5]1 |f:2.3|. Procedure details: To a slurry of 1-cyclopentyl-3-ethyl-6-[3-(ethoxycarbonylmethoxy)phenyl]pyrazolo[3,4-d]pyrimidin-4-one (1.23 g, 3.0 mmol) in ethanol (10 ml) was added water (100 ml), followed by 85% KOH (0.4 g). The reaction mixture was heated on a steam bath for 3 hours, cooled to room temperature and filtered. The filtrate was chilled and acidified with acetic acid to afford a white precipitate, which was collected by filtration and washed with water, then ethanol, and finally ether. The product was combined ... Product: CC1CC(=O)N(Cc2cccc(CN3CCN(c4ccccc4OC(C)C)CC3)c2)C(=O)C1. As a reaction SMILES: [CH2:35]1[O:36][CH2:37][CH2:38][CH2:39]1.[CH3:1][CH:2]([CH3:3])[O:4][c:5]1[c:6]([N:11]2[CH2:12][CH2:13][N:14]([CH2:17][c:18]3[cH:19][c:20]([CH2:21][NH2:22])[cH:23][cH:24][cH:25]3)[CH2:15][CH2:16]2)[cH:7][cH:8][cH:9][cH:10]1.[CH3:26][CH:27]1[CH2:28][C:29](=[O:30])[O:31][C:32](=[O:34])[CH2:33]1>>[CH3:1][CH:2]([CH3:3])[O:4][c:5]1[c:6]([N:11]2[CH2:12][CH2:13][N:14]([CH2:17][c:18]3[cH:19][c:20]([CH2:21][N:22]4[C:29](=[O:30])[CH2:28][CH:27]([CH3:26])[CH2:33][C:32]4=[O:31])[cH:23][cH:24][cH:25]3)[CH2:15][CH2:16]2)[cH:7][cH:8][cH:9][cH:10]1. Reactants: C1CCOC1, CC(C)Oc1ccccc1N1CCN(Cc2cccc(CN)c2)CC1, CC1CC(=O)OC(=O)C1. Starting materials: ClC1=C2N=CN=C2N=CN1 (6-chloro-1H-purine), OCN1C(CC(C1)CCC)=O (1-(hydroxymethyl)-4-propylpyrrolidin-2-one), C(C)N(C(=O)Cl)CC (N,N-diethylcarbamoylchloride). Run in CC#N (MeCN). Run at temperature 100 celsius. Yields the product ClC1=C2N=CN(C2=NC=N1)CN1C(CC(C1)CCC)=O (1-[(6-chloro-9H-purin-9-yl)methyl]-4-propylpyrrolidin-2-one). Yield: 99.0%. RXN SMILES: [Cl:1][C:2]1[NH:10][CH:9]=[N:8][C:7]2[C:3]=1[N:4]=[CH:5][N:6]=2.O[CH2:12][N:13]1[CH2:17][CH:16]([CH2:18][CH2:19][CH3:20])[CH2:15][C:14]1=[O:21].C(N(CC)C(Cl)=O)C>CC#N>[Cl:1][C:2]1[N:10]=[CH:9][N:8]=[C:7]2[C:3]=1[N:4]=[CH:5][N:6]2[CH2:12][N:13]1[CH2:17][CH:16]([CH2:18][CH2:19][CH3:20])[CH2:15][C:14]1=[O:21]. Procedure details: A mixture of 6-chloro-1H-purine x165 (2 g, 12.93 mmol, 1 eq), 1-(hydroxymethyl)-4-propylpyrrolidin-2-one x2 (2.44 g, 15.53 mmol, 1.2 eq) and N,N-diethylcarbamoylchloride (332 mg, 1.293 mmol, 0.1 eq) in MeCN (30 ml) is heated at 100° C. in microwave apparatus during 5 hours. After cooling, the solvent is evaporated and the crude is purified on silicagel (CH2Cl2/MeOH (+NH4OH 10%) 95/5) to yield 3.8 g of 1-[(6-chloro-9H-purin-9-yl)methyl]-4-propylpyrrolidin-2-one x166 as a pale yellow solid. Starting materials: O1CCC(CC1)(C(=O)O)C(=O)O (tetrahydropyran-4,4-dicarboxylic acid), N1=CC=CC=C1 (pyridine), O (water), Cl (hydrochloric acid). The reagents and catalysts are [Cu-]=O (copper(I) oxide). Solvent: C(C)(=O)OCC (ethyl acetate). Yields the product O1CCC(CC1)C(=O)O (tetrahydropyran-4-carboxylic acid). Yield: 71.5%. As a reaction SMILES: [O:1]1[CH2:6][CH2:5][C:4](C(O)=O)([C:7]([OH:9])=[O:8])[CH2:3][CH2:2]1.N1C=CC=CC=1.O.Cl>[Cu-]=O.C(OCC)(=O)C>[O:1]1[CH2:6][CH2:5][CH:4]([C:7]([OH:9])=[O:8])[CH2:3][CH2:2]1. Procedure details: In a flask made of glass equipped with a stirring device, a thermometer and a reflux condenser and having an inner volume of 50 ml were charged 1.0 g (5.74 mmol) of tetrahydropyran-4,4-dicarboxylic acid with purity of 100%, 21 mg (0.14 mmol) of copper(I) oxide and 3.0 ml of pyridine under nitrogen atmosphere, and the mixture was reacted at 110 to 120° C. for 1 hour under stirring. After completion of the reaction, the reaction mixture was cooled to room temperature, 5 ml of water, 5 ml (60 mmol)... The reactants are COC(=O)[C@H]1[C@@H](C(N1C(C)=O)=O)CCCNC(=NC(=O)OCC1=CC=CC=C1)NC(=O)OCC1=CC=CC=C1 (trans-4-Methoxycarbonyl-3-[3-[N',N"-di(Cbz)guanidino]-propyl]-1-acetyl-2-azetidinone), Cl (HCl). Reagents/catalysts: [Pd] (palladium on carbon). Run in CO.C(C)(=O)OCC (methanol ethyl acetate). The product is Cl.COC(=O)[C@H]1[C@@H](C(N1C(C)=O)=O)CCCNC(=N)N (trans-4-Methoxycarbonyl-3-(3-guanidinopropyl)-1-acetyl-2-azetidinone hydrochloride salt). The yield is 84.0%. RXN SMILES: [CH3:1][O:2][C:3]([C@@H:5]1[N:8]([C:9](=[O:11])[CH3:10])[C:7](=[O:12])[C@H:6]1[CH2:13][CH2:14][CH2:15][NH:16][C:17]([NH:29]C(OCC1C=CC=CC=1)=O)=[N:18]C(OCC1C=CC=CC=1)=O)=[O:4].[ClH:40]>[Pd].CO.C(OCC)(=O)C>[ClH:40].[CH3:1][O:2][C:3]([C@@H:5]1[N:8]([C:9](=[O:11])[CH3:10])[C:7](=[O:12])[C@H:6]1[CH2:13][CH2:14][CH2:15][NH:16][C:17]([NH2:29])=[NH:18])=[O:4] |f:3.4,5.6|. Procedure details: A methanol/ethyl acetate (2.5 mL/2.5mL) solution of compound 9 (313 mg, 0.58 mmol) and 1N HCl (0.58 mL) was stirred under a hydrogen atmosphere with 10% palladium on carbon catalyst. When the starting material had disappeared as determined by TLC, the reaction mixture was passed through a pad of Celite and the filtrate was concentrated to afford 150 mg (84%) of the title product as a yellow foam. Reactants: CS(=O)(=O)OCC=1C(=NSC1C(F)(F)F)C1=CC=C(C=C1)Cl ((3-(4-chlorophenyl)-5-(trifluoromethyl)isothiazol-4-yl)methyl methanesulfonate), OC1=CC=C(C=C1)CC(C(=O)OCC)C (ethyl 3-(4-hydroxyphenyl)-2-methyl-propanoate). Yields the product ClC1=CC=C(C=C1)C1=NSC(=C1COC1=CC=C(C=C1)CC(C(=O)O)C)C(F)(F)F (3-(4-[[3-(4-chlorophenyl)-5-(trifluoromethyl)-1,2-thiazol-4-yl]methoxy]phenyl)-2-methylpropanoic acid). RXN SMILES: CS([O:5][CH2:6][C:7]1[C:8]([C:16]2[CH:21]=[CH:20][C:19]([Cl:22])=[CH:18][CH:17]=2)=[N:9][S:10][C:11]=1[C:12]([F:15])([F:14])[F:13])(=O)=O.O[C:24]1[CH:29]=[CH:28][C:27]([CH2:30][CH:31]([CH3:37])[C:32]([O:34]CC)=[O:33])=[CH:26][CH:25]=1>>[Cl:22][C:19]1[CH:20]=[CH:21][C:16]([C:8]2[C:7]([CH2:6][O:5][C:24]3[CH:29]=[CH:28][C:27]([CH2:30][CH:31]([CH3:37])[C:32]([OH:34])=[O:33])=[CH:26][CH:25]=3)=[C:11]([C:12]([F:15])([F:14])[F:13])[S:10][N:9]=2)=[CH:17][CH:18]=1. Procedure details: The title compound was prepared according to the procedure described in Example 1 following Steps 5 and 6 by coupling (3-(4-chlorophenyl)-5-(trifluoromethyl)isothiazol-4-yl)methyl methanesulfonate and ethyl 3-(4-hydroxyphenyl)-2-methyl-propanoate followed by hydrolysis to afford the desired product as an off-white solid. 1H NMR (300 MHz, CD3OD) δ: 7.71 (d, J=8.8 Hz, 2H), 7.48 (d, J=8.4 Hz, 2H), 7.16 (d, J=8.4 Hz, 1H), 6.87 (d, J=8.4 Hz, 1H), 5.09 (s, 2H), 2.93-2.98 (m, 1H), 2.63-2.74 (m, 2H), 1....